describe an organic reaction: reactants, conditions, products, and yield From a dataset of the Open Reaction Database (ORD), a public repository of structured organic reaction records. Starting materials: FC=1C=NC=CC1C=1OC2=C(N1)C=C(C=C2)C(F)(F)F (2-(3-fluoropyridin-4-yl)-5-(trifluoromethyl)benzoxazole), [K].C1(C=2C(C(N1)=O)=CC=CC2)=O (phthalimide potassium), CN(C)C=O (DMF), [K].C1(C=2C(C(N1)=O)=CC=CC2)=O (phthalimide potassium). The solvent is O (water). Reaction conditions: temperature 120 celsius, time 6 hour. Product: FC(C=1C=CC2=C(N=C(O2)C2=C(C=NC=C2)N2C(C=3C(C2=O)=CC=CC3)=O)C1)(F)F (N-{4-[5-(trifluoromethyl)benzoxazole-2-yl]pyridin-3-yl}phthalimide). Yield: 61.6%. As a reaction SMILES: F[C:2]1[CH:3]=[N:4][CH:5]=[CH:6][C:7]=1[C:8]1[O:9][C:10]2[CH:16]=[CH:15][C:14]([C:17]([F:20])([F:19])[F:18])=[CH:13][C:11]=2[N:12]=1.[K].[C:22]1(=[O:32])[NH:26][C:25](=[O:27])[C:24]2=[CH:28][CH:29]=[CH:30][CH:31]=[C:23]12.CN(C=O)C>O>[F:18][C:17]([F:20])([F:19])[C:14]1[CH:15]=[CH:16][C:10]2[O:9][C:8]([C:7]3[CH:6]=[CH:5][N:4]=[CH:3][C:2]=3[N:26]3[C:25](=[O:27])[C:24]4=[CH:28][CH:29]=[CH:30][CH:31]=[C:23]4[C:22]3=[O:32])=[N:12][C:11]=2[CH:13]=1 |f:1.2,^1:20|. Procedure: A mixture of 1.41 g of 2-(3-fluoropyridin-4-yl)-5-(trifluoromethyl)benzoxazole, 1.85 g of phthalimide potassium and 8 ml of DMF was stirred while heating at 120° C. After six hours, 0.92 g of phthalimide potassium was added and stirred while heating at 140° C. for further one hour. The reaction mixture was cooled to room temperature, and then water was added to the reaction mixture, which followed by extraction with ethyl acetate twice. The combined organic layers were washed with water and a sa... Reactants: C(C)(C)(C)OC(=O)N1N=CC2=C(C(=CC=C12)C(=O)OC(C)(C)C)NC1=C(C=C(C=C1)Br)F (4-(4-bromo-2-fluorophenylamino)-indazole-1,5-dicarboxylic acid di-tert-butyl ester), C(=O)(C(F)(F)F)O (TFA). The solvent is C(Cl)Cl (DCM). Run at time 16 hour. Product: BrC1=CC(=C(C=C1)NC1=C2C=NNC2=CC=C1C(=O)O)F (4-(4-Bromo-2-fluoro-phenylamino)-1H-indazole-5-carboxylic acid). Isolated yield 79.8%. Reaction SMILES: C(OC([N:8]1[C:16]2[C:11](=[C:12]([NH:24][C:25]3[CH:30]=[CH:29][C:28]([Br:31])=[CH:27][C:26]=3[F:32])[C:13]([C:17]([O:19]C(C)(C)C)=[O:18])=[CH:14][CH:15]=2)[CH:10]=[N:9]1)=O)(C)(C)C.C(O)(C(F)(F)F)=O>C(Cl)Cl>[Br:31][C:28]1[CH:29]=[CH:30][C:25]([NH:24][C:12]2[C:13]([C:17]([OH:19])=[O:18])=[CH:14][CH:15]=[C:16]3[C:11]=2[CH:10]=[N:9][NH:8]3)=[C:26]([F:32])[CH:27]=1. Reported procedure: To a solution of 4-(4-bromo-2-fluorophenylamino)-indazole-1,5-dicarboxylic acid di-tert-butyl ester (420 mg, 0.83 mmol) in DCM (5 ml) was added TFA (1.2 mL, 16.2 mmol). The reaction mixture was stirred at room temperature for 16 hours before being concentrated in vacuo. The resultant residue was dissolved in ethyl acetate (10 mL), washed with aqueous saturated sodium bicarbonate solution (10 mL) and the aqueous fraction extracted with ethyl acetate (2×10 mL). The combined organic extracts were w... Reactants: C1C(C)O1 (propylene oxide), ester, N[C@H]1[C@@H]2N(C(=C(CS2)CCl)C(=O)O)C1=O ((6R, 7R)-7-amino-3-chloromethylceph-3-em-4-carboxylic acid), S1C(=CC=C1)CC(=O)Cl (Thienylacetylchloride). The solvent is C(Cl)Cl (methylene chloride). Reaction conditions: time 30 minute. Yields the product ester, ClCC=1CS[C@H]2N(C1C(=O)O)C([C@H]2NC(CC=2SC=CC2)=O)=O ((6R, 7R)-3-chloromethyl-7-(2-thienylacetamido) ceph-3-em-4-carboxylic acid). As a reaction SMILES: [NH2:1][C@@H:2]1[C:14](=[O:15])[N:4]2[C:5]([C:11]([OH:13])=[O:12])=[C:6]([CH2:9][Cl:10])[CH2:7][S:8][C@H:3]12.C1OC1C.[S:20]1[CH:24]=[CH:23][CH:22]=[C:21]1[CH2:25][C:26](Cl)=[O:27]>C(Cl)Cl>[Cl:10][CH2:9][C:6]1[CH2:7][S:8][C@@H:3]2[C@H:2]([NH:1][C:26](=[O:27])[CH2:25][C:21]3[S:20][CH:24]=[CH:23][CH:22]=3)[C:14](=[O:15])[N:4]2[C:5]=1[C:11]([OH:13])=[O:12]. Procedure details: A suspension of the polymer ester of (6R, 7R)-7-amino-3-chloromethylceph-3-em-4-carboxylic acid. (5.00g, from example 31(a) was stirred in methylene chloride (100 ml) under nitrogen for 30 minutes at room temperature 18-21 degrees). The mixture was cooled to 0° and propylene oxide (1.74 g, 0.03 ml) was added, and stirring continued for 30 min. Thienylacetylchloride (3.0 ml. 3.89 g. 0.024 ml) was added dropwise over a period of 10 minutes maintaining the temperature 0°-5°. When the addition was c... Reactants: O=C1NCC(C2=C1NC1=C(C(=C(C=C21)OC)Cl)Cl)C (1-oxo-4-methyl-6-methoxy-7,8-dichloro-1,2,3,4-tetrahydro-9H-pyrido[3,4-b]indole), [OH-].[K+] (KOH). The product is C(=O)(O)C=1NC2=C(C(=C(C=C2C1C(CN)C)OC)Cl)Cl (2-carboxy-3-(1-amino-2-propyl)-5-methoxy-6,7-dichloroindole). Reaction SMILES: [O:1]=[C:2]1[C:7]2[NH:8][C:9]3[C:14]([C:6]=2[CH:5]([CH3:19])[CH2:4][NH:3]1)=[CH:13][C:12]([O:15][CH3:16])=[C:11]([Cl:17])[C:10]=3[Cl:18].[OH-:20].[K+]>>[C:2]([C:7]1[NH:8][C:9]2[C:14]([C:6]=1[CH:5]([CH3:19])[CH2:4][NH2:3])=[CH:13][C:12]([O:15][CH3:16])=[C:11]([Cl:17])[C:10]=2[Cl:18])([OH:20])=[O:1] |f:1.2|. Procedure: Following the procedure of Example 2, 1.85 g (6.18 mmoles) of 1-oxo-4-methyl-6-methoxy-7,8-dichloro-1,2,3,4-tetrahydro-9H-pyrido[3,4-b]indole were hydrolyzed with aqueous alcoholic KOH. The yield of crude amino acid, 2-carboxy-3-(1-amino-2-propyl)-5-methoxy-6,7-dichloroindole, thus formed was quantitative. The amino acid was decarboxylated without further purification, using the procedure of Example 2, with 3M hydrochloric acid for 48 hours to yield 3-(1-amino-2-propyl)-5-methoxy-6,7-dichloroind... Starting materials: Cc1c(C)c(C(C)(C)C)c(C)c2c1OC(O[SiH](C)C)S2, O=C([O-])O, ClCCl, O=C(OO)c1cccc(Cl)c1, [Na+]. Yields the product Cc1c(C)c(C(C)(C)C)c(C)c2c1OC(O[SiH](C)C)S2=O. RXN SMILES: [C:1]([CH3:2])([CH3:3])([CH3:4])[c:5]1[c:6]([CH3:20])[c:7]([CH3:19])[c:8]2[c:9]([c:17]1[CH3:18])[S:10][CH:11]([O:13][SiH:14]([CH3:15])[CH3:16])[O:12]2.[C:32](=[O:33])([OH:34])[O-:35].[CH2:37]([Cl:38])[Cl:39].[Cl:21][c:22]1[cH:23][cH:24][cH:25][c:26]([C:27]([O:28][OH:30])=[O:29])[cH:31]1.[Na+:36]>>[C:1]([CH3:2])([CH3:3])([CH3:4])[c:5]1[c:6]([CH3:20])[c:7]([CH3:19])[c:8]2[c:9]([c:17]1[CH3:18])[S:10](=[O:29])[CH:11]([O:13][SiH:14]([CH3:15])[CH3:16])[O:12]2. The reactants are [Si](C)(C)(C(C)(C)C)OCC(=C)[C@@H]1[C@H](C(N1C(CC1=CC=C(C=C1)OC)CC1=CC=C(C=C1)OC)=O)[C@@H](C)OC(=O)OCC1=CC=CC=C1 ((3S,4S)-4-(1-t-butyldimethylsilyloxymethylethenyl)-3-(1-(R)-benzyloxycarbonyloxyethyl)-1-di(p-anisyl)methyl-2-azetidinone), O (water), [H][H] (hydrogen), [H][H] (hydrogen). Run in C(C)#N (acetonitrile). The product is [Si](C)(C)(C(C)(C)C)OCC(C)[C@H]1[C@H](C(N1C(CC1=CC=C(C=C1)OC)CC1=CC=C(C=C1)OC)=O)[C@@H](C)OC(=O)OCC1=CC=CC=C1 ((3S,4S)-4-(1-t-butyldimethylsilyloxymethylethyl)-3-(1-(R)-benzyloxycarbonyloxyethyl)-1-di-(p-anisyl)methyl-2-azetidinone). Reaction SMILES: [Si:1]([O:8][CH2:9][C:10]([C@H:12]1[N:15]([CH:16]([CH2:26][C:27]2[CH:32]=[CH:31][C:30]([O:33][CH3:34])=[CH:29][CH:28]=2)[CH2:17][C:18]2[CH:23]=[CH:22][C:21]([O:24][CH3:25])=[CH:20][CH:19]=2)[C:14](=[O:35])[C@@H:13]1[C@H:36]([O:38][C:39]([O:41][CH2:42][C:43]1[CH:48]=[CH:47][CH:46]=[CH:45][CH:44]=1)=[O:40])[CH3:37])=[CH2:11])([C:4]([CH3:7])([CH3:6])[CH3:5])([CH3:3])[CH3:2].O.[H][H]>C(#N)C>[Si:1]([O:8][CH2:9][CH:10]([C@@H:12]1[N:15]([CH:16]([CH2:26][C:27]2[CH:28]=[CH:29][C:30]([O:33][CH3:34])=[CH:31][CH:32]=2)[CH2:17][C:18]2[CH:23]=[CH:22][C:21]([O:24][CH3:25])=[CH:20][CH:19]=2)[C:14](=[O:35])[C@@H:13]1[C@H:36]([O:38][C:39]([O:41][CH2:42][C:43]1[CH:44]=[CH:45][CH:46]=[CH:47][CH:48]=1)=[O:40])[CH3:37])[CH3:11])([C:4]([CH3:5])([CH3:6])[CH3:7])([CH3:3])[CH3:2]. Procedure: To a solution of (3S,4S)-4-(1-t-butyldimethylsilyloxymethylethenyl)-3-(1-(R)-benzyloxycarbonyloxyethyl)-1-di(p-anisyl)methyl-2-azetidinone (20 g) in acetonitrile (200 ml), there were added 5% platinium on activated carbon (4.0 g) and water (4 ml) under nitrogen atmosphere. The mixture was stirred at 10° C. in a hydrogen gas flow until 2.2 equivalents of hydrogen had been taken up. The catalyst was removed by filtration and washed with ethyl acetate. The filtrate and the washings were combined to... Reactants: CCO, CC(C)NC(C)C, C1CCC(NCC2CC2)CC1, CCOC(=O)CCCNS(=O)(=O)c1ccc(NC(=O)c2cc(Cl)ncn2)c(C)c1. The product is CCOC(=O)CCCNS(=O)(=O)c1ccc(NC(=O)c2cc(N(CC3CC3)C3CCCCC3)ncn2)c(C)c1. RXN SMILES: [CH3:48][CH2:49][OH:50].[CH:30]([NH:31][CH:32]([CH3:33])[CH3:34])([CH3:35])[CH3:36].[CH:37]1([CH2:40][NH:41][CH:42]2[CH2:43][CH2:44][CH2:45][CH2:46][CH2:47]2)[CH2:38][CH2:39]1.[Cl:1][c:2]1[cH:3][c:4]([C:8](=[O:9])[NH:10][c:11]2[c:12]([CH3:29])[cH:13][c:14]([S:17](=[O:18])(=[O:19])[NH:20][CH2:21][CH2:22][CH2:23][C:24](=[O:25])[O:26][CH2:27][CH3:28])[cH:15][cH:16]2)[n:5][cH:6][n:7]1>>[c:2]1([N:41]([CH2:40][CH:37]2[CH2:38][CH2:39]2)[CH:42]2[CH2:43][CH2:44][CH2:45][CH2:46][CH2:47]2)[cH:3][c:4]([C:8](=[O:9])[NH:10][c:11]2[c:12]([CH3:29])[cH:13][c:14]([S:17](=[O:18])(=[O:19])[NH:20][CH2:21][CH2:22][CH2:23][C:24](=[O:25])[O:26][CH2:27][CH3:28])[cH:15][cH:16]2)[n:5][cH:6][n:7]1.